This data is from the Open Reaction Database (ORD), a public repository of structured organic reaction records. The task is: describe an organic reaction: reactants, conditions, products, and yield The reactants are OCCCCCc1cccc(Br)c1, CCN(CC)S(F)(F)F, ClCCl, O. The product is FCCCCCc1cccc(Br)c1. Reaction SMILES: [Br:1][c:2]1[cH:3][c:4]([CH2:8][CH2:9][CH2:10][CH2:11][CH2:12][OH:13])[cH:5][cH:6][cH:7]1.[CH2:14]([N:15]([S:16]([F:17])([F:18])[F:20])[CH2:19][CH3:21])[CH3:22].[CH2:24]([Cl:25])[Cl:26].[OH2:23]>>[Br:1][c:2]1[cH:3][c:4]([CH2:8][CH2:9][CH2:10][CH2:11][CH2:12][F:20])[cH:5][cH:6][cH:7]1. Reactants: O (water), FC1=C(C#N)C=CC=C1O (2-fluoro-3-hydroxybenzonitrile), [H-].[Na+] (NaH), FC(S(=O)(=O)OCC(F)(F)F)(F)F (2,2,2-trifluoroethyl trifluoromethanesulfonate). Run in [Cl-].[Na+].O (brine), CN(C)C=O (DMF). Run at time 0.5 hour. The product is FC1=C(C#N)C=CC=C1OCC(F)(F)F (2-fluoro-3-(2,2,2-trifluoroethoxy)benzonitrile). Yield: 81.4%. RXN SMILES: [F:1][C:2]1[C:9]([OH:10])=[CH:8][CH:7]=[CH:6][C:3]=1[C:4]#[N:5].[H-].[Na+].FC(F)(F)S(O[CH2:19][C:20]([F:23])([F:22])[F:21])(=O)=O.O>CN(C=O)C.[Cl-].[Na+].O>[F:1][C:2]1[C:9]([O:10][CH2:19][C:20]([F:23])([F:22])[F:21])=[CH:8][CH:7]=[CH:6][C:3]=1[C:4]#[N:5] |f:1.2,6.7.8|. Reported procedure: A stirred solution of 2-fluoro-3-hydroxybenzonitrile (800 mg, 5.83 mmol) in DMF (10 mL) at 0° C. was treated portionwise with NaH (280 mg, 7.00 mmol) (60% oil dispersion). The reaction mixture was then stirred for 0.5 h and 2,2,2-trifluoroethyl trifluoromethanesulfonate (1490 mg, 6.42 mmol) was added. The reaction was allowed to warm to rt overnight with stirring. The reaction mixture was then treated with water (40 mL) and brine (5 mL) and extracted with ethyl acetate (˜50 mL). The organic extr... Reactants: N1C=C(C2=CC=CC=C12)CCN(C1CCC(CC1)(N(C)C)C1=CC=CC=C1)C (N′-[2-(1H-indol-3-yl)-ethyl]-N,N,N′-trimethyl-1-phenyl-cyclohexane-1,4-diamine), Cl[Si](C)(C)C (chlorotrimethylsilane), C1(=C(C(=C(C(=C1F)F)F)N)F)N.Cl.Cl (dihydrochloride). Run in CC(CC)=O.CC(=O)C (2-butanone acetone). The product is Cl.Cl.N1C=C(C2=CC=CC=C12)CCN(C1CCC(CC1)(N(C)C)C1=CC=CC=C1)C (N′-[2-(1H-Indol-3-yl)-ethyl]-N,N,N′-trimethyl-1-phenyl-cyclohexane-1,4-diamine dihydrochloride). Reaction SMILES: [NH:1]1[C:9]2[C:4](=[CH:5][CH:6]=[CH:7][CH:8]=2)[C:3]([CH2:10][CH2:11][N:12]([CH3:28])[CH:13]2[CH2:18][CH2:17][C:16]([C:22]3[CH:27]=[CH:26][CH:25]=[CH:24][CH:23]=3)([N:19]([CH3:21])[CH3:20])[CH2:15][CH2:14]2)=[CH:2]1.C1(N)C(F)=C(F)C(F)=C(N)C=1F.[ClH:41].Cl.[Cl:43][Si](C)(C)C>CC(=O)CC.CC(C)=O>[ClH:43].[ClH:41].[NH:1]1[C:9]2[C:4](=[CH:5][CH:6]=[CH:7][CH:8]=2)[C:3]([CH2:10][CH2:11][N:12]([CH3:28])[CH:13]2[CH2:18][CH2:17][C:16]([C:22]3[CH:27]=[CH:26][CH:25]=[CH:24][CH:23]=3)([N:19]([CH3:20])[CH3:21])[CH2:15][CH2:14]2)=[CH:2]1 |f:1.2.3,5.6,7.8.9|. Procedure: As described for example 66, 129 mg of the polar diastereomer of N′-[2-(1H-indol-3-yl)-ethyl]-N,N,N′-trimethyl-1-phenyl-cyclohexane-1,4-diamine were also obtained and were converted into the corresponding dihydrochloride while warm in 2-butanone/acetone (15 ml/3 ml) with chlorotrimethylsilane (121 μl) (white solid; 141 mg; m.p. 198-206° C.). Reagents/catalysts: CCOC1C=CC2=CC=CC=C2N1C(=O)OCC (EEDQ), CCN(C(C)C)C(C)C (DIPEA). Solvent: CN(C)C=O (DMF), CN(C)C=O (DMF), CN(C)C=O (DMF), CN(C)C=O (DMF), CN(C)C=O (DMF), CN(C)C=O (DMF). Product: COc1ccc(NC(=O)c2c[nH]c3ncccc23)cc1OC. The reactants are O=C(O)c1c[nH]c2ncccc12, COc1ccc(N)cc1OC. Conditions: temperature 25 celsius, time 2 hour. Isolated yield 2.3%. RXN SMILES: COc1ccc(N)cc1OC.O=C(O)c1c[nH]c2ncccc12.CCOC1C=CC2=CC=CC=C2N1C(=O)OCC.CCN(C(C)C)C(C)C.CN(C)C=O>>COc1ccc(NC(=O)c2c[nH]c3ncccc23)cc1OC.